Dataset: the Open Reaction Database (ORD), a public repository of structured organic reaction records. Task: describe an organic reaction: reactants, conditions, products, and yield RXN SMILES: [Br:1][c:2]1[cH:3][c:4]([CH2:20][N:21]([C:22]([O:23][C:24]([CH3:25])([CH3:26])[CH3:27])=[O:28])[CH3:29])[cH:5][n:6]1[S:7](=[O:8])(=[O:9])[c:10]1[cH:11][c:12]([S:16](=[O:17])(=[O:18])[CH3:19])[cH:13][cH:14][cH:15]1.[Na+:38].[Na+:39].[O-:40][C:41](=[O:42])[O-:43].[cH:44]1[cH:45][cH:46][c:47]([P:48]([Pd:49]([P:50]([c:51]2[cH:52][cH:53][cH:54][cH:55][cH:56]2)([c:57]2[cH:58][cH:59][cH:60][cH:61][cH:62]2)[c:63]2[cH:64][cH:65][cH:66][cH:67][cH:68]2)([P:69]([c:70]2[cH:71][cH:72][cH:73][cH:74][cH:75]2)([c:76]2[cH:77][cH:78][cH:79][cH:80][cH:81]2)[c:82]2[cH:83][cH:84][cH:85][cH:86][cH:87]2)[P:88]([c:89]2[cH:90][cH:91][cH:92][cH:93][cH:94]2)([c:95]2[cH:96][cH:97][cH:98][cH:99][cH:100]2)[c:101]2[cH:102][cH:103][cH:104][cH:105][cH:106]2)([c:107]2[cH:108][cH:109][cH:110][cH:111][cH:112]2)[c:113]2[cH:114][cH:115][cH:116][cH:117][cH:118]2)[cH:119][cH:120]1.[s:30]1[cH:31][c:32]([B:35]([OH:36])[OH:37])[cH:33][cH:34]1>>[c:2]1(-[c:32]2[cH:31][s:30][cH:34][cH:33]2)[cH:3][c:4]([CH2:20][N:21]([C:22]([O:23][C:24]([CH3:25])([CH3:26])[CH3:27])=[O:28])[CH3:29])[cH:5][n:6]1[S:7](=[O:8])(=[O:9])[c:10]1[cH:11][c:12]([S:16](=[O:17])(=[O:18])[CH3:19])[cH:13][cH:14][cH:15]1. Reactants: CN(Cc1cc(Br)n(S(=O)(=O)c2cccc(S(C)(=O)=O)c2)c1)C(=O)OC(C)(C)C, [Na+], [Na+], O=C([O-])[O-], c1ccc(P(c2ccccc2)(c2ccccc2)[Pd](P(c2ccccc2)(c2ccccc2)c2ccccc2)(P(c2ccccc2)(c2ccccc2)c2ccccc2)P(c2ccccc2)(c2ccccc2)c2ccccc2)cc1, OB(O)c1ccsc1. The product is CN(Cc1cc(-c2ccsc2)n(S(=O)(=O)c2cccc(S(C)(=O)=O)c2)c1)C(=O)OC(C)(C)C.